Dataset: the Open Reaction Database (ORD), a public repository of structured organic reaction records. Task: describe an organic reaction: reactants, conditions, products, and yield The reactants are CNCCC#CC1=NC=CC=C1 (N-methyl-4-(pyridin-2-yl)but-3-yn-1-amine), ClC=1C=C(C(=O)Cl)C=CC1 (3-chlorobenzoyl chloride). Procedure details: The title compound was prepared in accordance with the general method of Example 199(D), from N-methyl-4-(pyridin-2-yl)but-3-yn-1-amine (100 mg, 0.62 mmol) and 3-chlorobenzoyl chloride (109 mg, 0.62 mmol). The crude residue was purified over silicagel chromatography (prepacked 10 g silicagel column, DCM/MeOH: 98/2 as eluent) to afford 112-mg of 3-chloro-N-methyl-N-(pyridin-2-yl)but-3-ynyl)benzamide as a brown oil (Yield: 60%). As a reaction SMILES: [CH3:1][NH:2][CH2:3][CH2:4][C:5]#[C:6][C:7]1[CH:12]=[CH:11][CH:10]=[CH:9][N:8]=1.[Cl:13][C:14]1[CH:15]=[C:16]([CH:20]=[CH:21][CH:22]=1)[C:17](Cl)=[O:18]>>[Cl:13][C:14]1[CH:15]=[C:16]([CH:20]=[CH:21][CH:22]=1)[C:17]([N:2]([CH3:1])[CH2:3][CH2:4][C:5]#[C:6][C:7]1[CH:12]=[CH:11][CH:10]=[CH:9][N:8]=1)=[O:18].[C:9]([NH2:8])(=[O:18])[C:10]1[CH:5]=[CH:6][CH:7]=[CH:12][CH:11]=1. Isolated yield 60.0%. The product is ClC=1C=C(C(=O)N(CCC#CC2=NC=CC=C2)C)C=CC1 (3-Chloro-N-methyl-N-(4-(pyridin-2-yl)but-3-ynyl)benzamide), C(C1=CC=CC=C1)(=O)N (benzamide). Reactants: O=c1cc(OCc2ccc(Br)cn2)ccn1CCc1ccc(CO)cc1, ClCCl, BrP(Br)Br. Yields the product O=c1cc(OCc2ccc(Br)cn2)ccn1CCc1ccc(CBr)cc1. RXN SMILES: [Br:1][c:2]1[cH:3][cH:4][c:5]([CH2:8][O:9][c:10]2[cH:11][c:12](=[O:26])[n:13]([CH2:16][CH2:17][c:18]3[cH:19][cH:20][c:21]([CH2:24][OH:25])[cH:22][cH:23]3)[cH:14][cH:15]2)[n:6][cH:7]1.[Cl:31][CH2:32][Cl:33].[P:27]([Br:28])([Br:29])[Br:30]>>[Br:1][c:2]1[cH:3][cH:4][c:5]([CH2:8][O:9][c:10]2[cH:11][c:12](=[O:26])[n:13]([CH2:16][CH2:17][c:18]3[cH:19][cH:20][c:21]([CH2:24][Br:28])[cH:22][cH:23]3)[cH:14][cH:15]2)[n:6][cH:7]1. Reactants: O=S(=O)(c1cccc(CCCCOCCCCCCBr)c1)C1CCCC1, CCN(C(C)C)C(C)C, CS(=O)(=O)Nc1cc(C(O)CN)ccc1O, CN(C)C=O. The product is CS(=O)(=O)Nc1cc(C(O)CNCCCCCCOCCCCc2cccc(S(=O)(=O)C3CCCC3)c2)ccc1O. As a reaction SMILES: [Br:17][CH2:18][CH2:19][CH2:20][CH2:21][CH2:22][CH2:23][O:24][CH2:25][CH2:26][CH2:27][CH2:28][c:29]1[cH:30][c:31]([S:35](=[O:36])(=[O:37])[CH:38]2[CH2:39][CH2:40][CH2:41][CH2:42]2)[cH:32][cH:33][cH:34]1.[CH:43]([N:44]([CH2:45][CH3:46])[CH:47]([CH3:48])[CH3:49])([CH3:50])[CH3:51].[NH2:1][CH2:2][CH:3]([OH:4])[c:5]1[cH:6][cH:7][c:8]([OH:16])[c:9]([NH:11][S:12](=[O:13])(=[O:14])[CH3:15])[cH:10]1.[O:52]=[CH:53][N:54]([CH3:55])[CH3:56]>>[NH:1]([CH2:2][CH:3]([OH:4])[c:5]1[cH:6][cH:7][c:8]([OH:16])[c:9]([NH:11][S:12](=[O:13])(=[O:14])[CH3:15])[cH:10]1)[CH2:18][CH2:19][CH2:20][CH2:21][CH2:22][CH2:23][O:24][CH2:25][CH2:26][CH2:27][CH2:28][c:29]1[cH:30][c:31]([S:35](=[O:36])(=[O:37])[CH:38]2[CH2:39][CH2:40][CH2:41][CH2:42]2)[cH:32][cH:33][cH:34]1. The reactants are O1CCC2=C1C=CC(=C2)CC(=O)O (2,3-dihydro-5-benzofuranyl acetic acid), S(=O)(Cl)Cl (thionyl chloride), C(C)OS(=O)(=O)C(C(=O)O)C=1C=CC2=C(CCO2)C1 (α-ethoxysulfonyl(2,3-dihydro-5-benzofuranyl)acetic acid), O (water), NC1C2SCC(=C(N2C1=O)C(=O)O)C (7-amino-3-methyl-8-oxo-5-thia-1-azabicyclo[4.2.0]oct-2-ene-2-carboxylic acid), C([O-])(O)=O.[Na+] (sodium bicarbonate). The solvent is C(C)(=O)OCC (Ethyl acetate), CCOCC (ether). Conditions: time 2 hour. Yields the product C(C)OS(=O)(=O)C(C(=O)NC1C2SCC(=C(N2C1=O)C(=O)O)C)C=1C=CC2=C(CCO2)C1 (7-[[Ethoxysulfonyl(2,3-dihydro-5-benzofuranyl)acetyl]-amino]-3-methyl-8-oxo-5-thia-1-azabicyclo[4.2.0]oct-2-ene-2-carboxylic acid). Reaction SMILES: O1C2C=CC(CC(O)=O)=CC=2CC1.S(Cl)(Cl)=O.[CH2:18]([O:20][S:21]([CH:24]([C:28]1[CH:29]=[CH:30][C:31]2[O:35][CH2:34][CH2:33][C:32]=2[CH:36]=1)[C:25]([OH:27])=O)(=[O:23])=[O:22])[CH3:19].O.[NH2:38][CH:39]1[C:46](=[O:47])[N:45]2[CH:40]1[S:41][CH2:42][C:43]([CH3:51])=[C:44]2[C:48]([OH:50])=[O:49].C(=O)(O)[O-].[Na+]>CCOCC.C(OCC)(=O)C>[CH2:18]([O:20][S:21]([CH:24]([C:28]1[CH:29]=[CH:30][C:31]2[O:35][CH2:34][CH2:33][C:32]=2[CH:36]=1)[C:25]([NH:38][CH:39]1[C:46](=[O:47])[N:45]2[CH:40]1[S:41][CH2:42][C:43]([CH3:51])=[C:44]2[C:48]([OH:50])=[O:49])=[O:27])(=[O:22])=[O:23])[CH3:19] |f:5.6|. Procedure details: α-Ethoxysulfonyl(2,3-dihydro-5-benzofuranyl acetic acid (5mmole) in 50 ml of dry ether is reacted with about 5.5 mole of thionyl chloride at 20° C. for 4 hours. At the end of this time the solvent is removed to insure that all of the thionyl chloride and hydrochloric acid is removed. The residue is then redissolved in 10 ml of ether. This ether solution is added to 10 ml of water containing 5 mmole of 7-amino-3-methyl-8-oxo-5-thia-1-azabicyclo[4.2.0]oct-2-ene-2-carboxylic acid and 10 mmole of so... The reactants are COC1CN(CC1)C(=O)C1=CC2=NC=CC(=C2S1)Cl ((3-methoxy-pyrrolidin-1-yl)-[7-chloro-thieno[3,2-b]pyridin-2-yl]-methanone), CC=1NC2=CC=C(C=C2C1)N (2-methyl-1H-indol-5-ylamine). Product: COC1CN(CC1)C(=O)C1=CC2=NC=CC(=C2S1)NC=1C=C2C=C(NC2=CC1)C ((+/−)-(3-Methoxy-pyrrolidin-1-yl)-[7-(2-methyl-1H-indol-5-ylamino)-thieno[3,2-b]pyridin-2-yl]-methanone). RXN SMILES: [CH3:1][O:2][CH:3]1[CH2:7][CH2:6][N:5]([C:8]([C:10]2[S:18][C:17]3[C:12](=[N:13][CH:14]=[CH:15][C:16]=3Cl)[CH:11]=2)=[O:9])[CH2:4]1.[CH3:20][C:21]1[NH:22][C:23]2[C:28]([CH:29]=1)=[CH:27][C:26]([NH2:30])=[CH:25][CH:24]=2>>[CH3:1][O:2][CH:3]1[CH2:7][CH2:6][N:5]([C:8]([C:10]2[S:18][C:17]3[C:12](=[N:13][CH:14]=[CH:15][C:16]=3[NH:30][C:26]3[CH:27]=[C:28]4[C:23](=[CH:24][CH:25]=3)[NH:22][C:21]([CH3:20])=[CH:29]4)[CH:11]=2)=[O:9])[CH2:4]1. Reported procedure: The title compound was prepared from (3-methoxy-pyrrolidin-1-yl)-[7-chloro-thieno[3,2-b]pyridin-2-yl]-methanone and 2-methyl-1H-indol-5-ylamine by a procedure analogous to Example 1C. MS: 407 (MH+); HPLC Rf: 4.22 min.; HPLC purity 96%. The product is CN(CCN1CCSc2cc(N)ccc21)C(=O)OC(C)(C)C. Reactants: CN(CCN1CCSc2cc([N+](=O)[O-])ccc21)C(=O)OC(C)(C)C, CO, NN, O. RXN SMILES: [CH3:1][N:2]([C:3]([O:4][C:5]([CH3:6])([CH3:7])[CH3:8])=[O:9])[CH2:10][CH2:11][N:12]1[c:13]2[c:14]([cH:18][c:19]([N+:22]([O-:23])=[O:24])[cH:20][cH:21]2)[S:15][CH2:16][CH2:17]1.[CH3:28][OH:29].[NH2:26][NH2:27].[OH2:25]>>[CH3:1][N:2]([C:3]([O:4][C:5]([CH3:6])([CH3:7])[CH3:8])=[O:9])[CH2:10][CH2:11][N:12]1[c:13]2[c:14]([cH:18][c:19]([NH2:22])[cH:20][cH:21]2)[S:15][CH2:16][CH2:17]1.